Dataset: the Open Reaction Database (ORD), a public repository of structured organic reaction records. Task: describe an organic reaction: reactants, conditions, products, and yield Reactants: COc1ccc(Oc2ccc(C(F)(F)F)cn2)cn1, ClCCl, Cl, c1ccncc1. Yields the product Oc1ccc(Oc2ccc(C(F)(F)F)cn2)cn1. As a reaction SMILES: [CH3:1][O:2][c:3]1[n:4][cH:5][c:6]([O:9][c:10]2[n:11][cH:12][c:13]([C:16]([F:17])([F:18])[F:19])[cH:14][cH:15]2)[cH:7][cH:8]1.[Cl:27][CH2:28][Cl:29].[ClH:20].[n:21]1[cH:22][cH:23][cH:24][cH:25][cH:26]1>>[OH:2][c:3]1[n:4][cH:5][c:6]([O:9][c:10]2[n:11][cH:12][c:13]([C:16]([F:17])([F:18])[F:19])[cH:14][cH:15]2)[cH:7][cH:8]1. Reactants: S=C(Cl)Cl, Nc1ccccc1-c1cccc(F)c1, C1COCCO1, O. Yields the product Fc1cccc(-c2ccccc2N=C=S)c1. RXN SMILES: [Cl:15][C:16]([Cl:17])=[S:18].[NH2:1][c:2]1[c:3](-[c:8]2[cH:9][c:10]([F:14])[cH:11][cH:12][cH:13]2)[cH:4][cH:5][cH:6][cH:7]1.[O:19]1[CH2:20][CH2:21][O:22][CH2:23][CH2:24]1.[OH2:25]>>[N:1]([c:2]1[c:3](-[c:8]2[cH:9][c:10]([F:14])[cH:11][cH:12][cH:13]2)[cH:4][cH:5][cH:6][cH:7]1)=[C:16]=[S:18]. Reactants: N12C[C@H](C(CC1)CC2)N2C(C1=CC=CC(=C1C=C2)OC)=O ((S)-2-(1-azabicyclo[2.2.2]oct-3-yl)-5-methoxy-1(2H)-isoquinolinone). The solvent is O (H2O). Product: N12C[C@H](C(CC1)CC2)N2C(C1=CC=CC(=C1CC2)OC)=O ((S)-2-(1-azabicyclo[2.2.2]oct-3-yl)-3,4-dihydro-5-methoxy-1(2H)-isoquinolinone). As a reaction SMILES: [N:1]12[CH2:8][CH2:7][CH:4]([CH2:5][CH2:6]1)[C@H:3]([N:9]1[CH:18]=[CH:17][C:16]3[C:11](=[CH:12][CH:13]=[CH:14][C:15]=3[O:19][CH3:20])[C:10]1=[O:21])[CH2:2]2>O>[N:1]12[CH2:6][CH2:5][CH:4]([CH2:7][CH2:8]1)[C@H:3]([N:9]1[CH2:18][CH2:17][C:16]3[C:11](=[CH:12][CH:13]=[CH:14][C:15]=3[O:19][CH3:20])[C:10]1=[O:21])[CH2:2]2. Procedure details: Proceeding as in Example 3, but replacing (S)-2-(1-azabicyclo[2.2.2]oct-3-yl)-5-ethyl-1(2H)-isoquinolinone with (S)-2-(1-azabicyclo[2.2.2]oct-3-yl)-5-methoxy-1(2H)-isoquinolinone, from Example 2, gave (S)-2-(1-azabicyclo[2.2.2]oct-3-yl)-3,4-dihydro-5-methoxy-1(2H)-isoquinolinone, m.p. >290° C. [α]D25 -45.7° (c=0.16 H2O).